From a dataset of the Open Reaction Database (ORD), a public repository of structured organic reaction records. describe an organic reaction: reactants, conditions, products, and yield Starting materials: N1N=CC2=CC(=CC=C12)OC1=C(C=CC=C1)CN(C)C (1-[2-(1H-indazol-5-yloxy)phenyl]-N,N-dimethylmethanamine), Cl.C(C)OCC (hydrochloric acid diethyl ether). Solvent: C(C)OCC (diethyl ether). Yields the product Cl.N1N=CC2=CC(=CC=C12)OC1=C(C=CC=C1)CN(C)C (1-[2-(1H-indazol-5-yloxy)phenyl]-N,N-dimethylmethanamine monohydrochloride). As a reaction SMILES: [NH:1]1[C:9]2[C:4](=[CH:5][C:6]([O:10][C:11]3[CH:16]=[CH:15][CH:14]=[CH:13][C:12]=3[CH2:17][N:18]([CH3:20])[CH3:19])=[CH:7][CH:8]=2)[CH:3]=[N:2]1.[ClH:21].C(OCC)C>C(OCC)C>[ClH:21].[NH:1]1[C:9]2[C:4](=[CH:5][C:6]([O:10][C:11]3[CH:16]=[CH:15][CH:14]=[CH:13][C:12]=3[CH2:17][N:18]([CH3:20])[CH3:19])=[CH:7][CH:8]=2)[CH:3]=[N:2]1 |f:1.2,4.5|. Procedure: 1-[2-(1H-indazol-5-yloxy)phenyl]-N,N-dimethylmethanamine was dissolved in diethyl ether (2 ml), and a 1N-hydrochloric acid/diethyl ether solution (0.3 ml) was added dropwise thereto at 0° C. The resulting suspension was concentrated to obtain 1-[2-(1H-indazol-5-yloxy)phenyl]-N,N-dimethylmethanamine monohydrochloride (20 mg). The reactants are solution, Cl (HCl), NC1=NC2=CC=CC=C2C2=C1N=C1N2[C@H](CN(C1)S(=O)(=O)C)CCCNC(OC(C)(C)C)=O (tert-Butyl 3-[(11S)-6-amino-9-(methylsulfonyl)-8,9,10,11-tetrahydropyrazino[1′,2′:1,2]imidazo[4,5-c]quinolin-11-yl]propylcarbamate). The solvent is C(C)O (ethanol), C(C)O (ethanol), C(C)O (ethanol). Reaction conditions: temperature 75 celsius, time 1 hour. Yields the product O.Cl.Cl.NCCC[C@H]1CN(CC=2N1C1=C(C(=NC3=CC=CC=C13)N)N2)S(=O)(=O)C ((11S)-11-(3-aminopropyl)-9-(methylsulfonyl)-8,9,10,11-tetrahydropyrazino[1′,2′:1,2]imidazo[4,5-c]quinolin-6-amine dihydrochloride hydrate). RXN SMILES: [NH2:1][C:2]1[C:11]2[N:12]=[C:13]3[CH2:18][N:17]([S:19]([CH3:22])(=[O:21])=[O:20])[CH2:16][C@H:15]([CH2:23][CH2:24][CH2:25][NH:26]C(=O)OC(C)(C)C)[N:14]3[C:10]=2[C:9]2[C:4](=[CH:5][CH:6]=[CH:7][CH:8]=2)[N:3]=1.[ClH:34]>C(O)C>[OH2:20].[ClH:34].[ClH:34].[NH2:26][CH2:25][CH2:24][CH2:23][C@@H:15]1[N:14]2[C:10]3[C:9]4[C:4](=[CH:5][CH:6]=[CH:7][CH:8]=4)[N:3]=[C:2]([NH2:1])[C:11]=3[N:12]=[C:13]2[CH2:18][N:17]([S:19]([CH3:22])(=[O:20])=[O:21])[CH2:16]1 |f:3.4.5.6|. Procedure details: tert-Butyl 3-[(11S)-6-amino-9-(methylsulfonyl)-8,9,10,11-tetrahydropyrazino[1′,2′:1,2]imidazo[4,5-c]quinolin-11-yl]propylcarbamate (5.41 g, 11.4 mmol) was dissolved in 25 mL of ethanol and 25 mL of a 1.8 M solution of HCl in ethanol was added. The reaction mixture was heated to 75° C. After 1 hour, the reaction mixture was cooled and filtered to give a white solid. The resulting solid was stirred in refluxing ethanol for 30 minutes. The suspension was cooled and filtered to give a white solid. T... Reactants: NC=1NC(NC(C1NC(C1=C(C=C(C=C1)SC)OC)=O)=O)=O (4-amino-5-(2-methoxy-4-methylmercapto-benzoylamino)-pyrimidin-2,6-dione), [OH-].[Na+] (sodium hydroxide). The solvent is C(C)O (ethanol). Reaction conditions: time 15 minute. Yields the product COC1=C(C=CC(=C1)SC)C1=NC2=NC(NC(C2=N1)=O)=O (8-(2-Methoxy-4-methylmercapto-phenyl)-purin-2,6-dione). RXN SMILES: [NH2:1][C:2]1[NH:3][C:4](=[O:22])[NH:5][C:6](=[O:21])[C:7]=1[NH:8][C:9](=O)[C:10]1[CH:15]=[CH:14][C:13]([S:16][CH3:17])=[CH:12][C:11]=1[O:18][CH3:19].[OH-].[Na+]>C(O)C>[CH3:19][O:18][C:11]1[CH:12]=[C:13]([S:16][CH3:17])[CH:14]=[CH:15][C:10]=1[C:9]1[N:8]=[C:7]2[C:2](=[N:3][C:4](=[O:22])[NH:5][C:6]2=[O:21])[N:1]=1 |f:1.2|. Procedure details: Two grams of 4-amino-5-(2-methoxy-4-methylmercapto-benzoylamino)-pyrimidin-2,6-dione are refluxed for 21 hours with 50 ml of ethanol and 50 ml of 2N sodium hydroxide solution. After about 15 minutes, a solution is formed. After cooling, the solution is suction filtered with glacial acetic acid, washed with water, and dried at 70° C. in a circulating air drier. The crude product thus obtained is purified by chromatography on silica gel [eluant: methylene chloride/ethanol (19:1, 9:1, 4:1 and ethan...